From a dataset of the Open Reaction Database (ORD), a public repository of structured organic reaction records. describe an organic reaction: reactants, conditions, products, and yield Starting materials: C(C)C=1C=C(C(NC1C)=O)[N+](=O)[O-] (5-ethyl-6-methyl-3-nitro-2-(1H)-pyridinone), P(Cl)(Cl)(Cl)(Cl)Cl (phosphorus pentachloride). Run in O (water). Product: ClC1=NC(=C(C=C1[N+](=O)[O-])CC)C (2-chloro-5-ethyl-6-methyl-3-nitropyridine). Isolated yield 57.5%. RXN SMILES: [CH2:1]([C:3]1[CH:4]=[C:5]([N+:11]([O-:13])=[O:12])[C:6](=O)[NH:7][C:8]=1[CH3:9])[CH3:2].P(Cl)(Cl)(Cl)(Cl)[Cl:15]>O>[Cl:15][C:6]1[C:5]([N+:11]([O-:13])=[O:12])=[CH:4][C:3]([CH2:1][CH3:2])=[C:8]([CH3:9])[N:7]=1. Procedure: A mixture of 5-ethyl-6-methyl-3-nitro-2-(1H)-pyridinone (2.38 g, 13 mmol) and phosphorus pentachloride (3.3 g, 15.6 mmol) was heated under an atmosphere of nitrogen at 140°-150° C. for 15 minutes. The resultant brown oil was then treated with water and the product extracted into chloroform. The organic extract was washed three times with brine, dried over anhydrous sodium sulfate, filtered and concentrated under reduced pressure (15 torr). The residue was passed through a small plug of silica ge...